From a dataset of the Open Reaction Database (ORD), a public repository of structured organic reaction records. describe an organic reaction: reactants, conditions, products, and yield The reactants are CC1(C2=CC=CC=C2C=2C=CC(=CC12)NC1=C(C=CC=C1)Br)C (N-(9,9-dimethyl-9H-fluorene-2-yl)-2-bromo-aniline), C(C)(=O)[O-].[K+] (potassium acetate), CN(C)C=O (DMF), nitrogen-substituted, O (water). The reagents and catalysts are C=1C=CC(=CC1)[P](C=2C=CC=CC2)(C=3C=CC=CC3)[Pd]([P](C=4C=CC=CC4)(C=5C=CC=CC5)C=6C=CC=CC6)([P](C=7C=CC=CC7)(C=8C=CC=CC8)C=9C=CC=CC9)[P](C=1C=CC=CC1)(C=1C=CC=CC1)C=1C=CC=CC1 (tetrakis(triphenylphosphine)palladium). Run in C1(=CC=CC=C1)C (toluene). Run at temperature 100 celsius, time 11 hour. Yields the product CC1(C2=C(C=C3N=C4C=CC=CC4=C13)C=C1C=CCC=C12)C (12,12-dimethyl-10,12-dihydroindeno[2,1-b]carbazole). Isolated yield 55.2%. Reaction SMILES: C[C:2]1(C)[C:14]2[CH:13]=[C:12]([NH:15][C:16]3[CH:21]=[CH:20][CH:19]=[CH:18][C:17]=3Br)[CH:11]=C[C:9]=2[C:8]2[C:3]1=[CH:4][CH:5]=[CH:6][CH:7]=2.[C:24]([O-])(=O)[CH3:25].[K+].[CH3:29]N(C=O)C.O>C1C=CC([P]([Pd]([P](C2C=CC=CC=2)(C2C=CC=CC=2)C2C=CC=CC=2)([P](C2C=CC=CC=2)(C2C=CC=CC=2)C2C=CC=CC=2)[P](C2C=CC=CC=2)(C2C=CC=CC=2)C2C=CC=CC=2)(C2C=CC=CC=2)C2C=CC=CC=2)=CC=1.C1(C)C=CC=CC=1>[CH3:29][C:24]1([CH3:25])[C:11]2[C:12]([N:15]=[C:16]3[C:21]=2[CH:20]=[CH:19][CH:18]=[CH:17]3)=[CH:13][C:14]2[CH:2]=[C:3]3[C:8]([C:9]1=2)=[CH:7][CH2:6][CH:5]=[CH:4]3 |f:1.2,^1:38,40,59,78|. Procedure details: N-(9,9-dimethyl-9H-fluorene-2-yl)-2-bromo-aniline (18.5 g), potassium acetate (6.98 g), and DMF (95 ml) were added to a nitrogen-substituted reaction vessel and aerated with nitrogen gas for 1 hour. The mixture was heated after adding tetrakis(triphenylphosphine)palladium (1.18 g) and stirred at 100° C. for 11 hours. After the mixture was cooled to a room temperature, the reaction liquid was added to water (300 ml) and extraction was performed with toluene (300 ml). An organic layer obtained was... The reactants are ClC(=O)OC1=CC=CC=C1 (phenyl chloroformate), ClC1=C(ON)C=CC=C1Cl (2,3-dichlorophenoxyamine). Solvent: ClCCl (dichloromethane), ClCCl (dichloromethane), N1=CC=CC=C1 (pyridine). Reaction conditions: time 1 hour. Yields the product C1(=CC=CC=C1)OC(NOC1=C(C(=CC=C1)Cl)Cl)=O (N-(2,3-dichlorophenoxy)carbamic acid phenyl ester), crystals. Yield: 83.0%. Reaction SMILES: [Cl:1][C:2]1[C:9]([Cl:10])=[CH:8][CH:7]=[CH:6][C:3]=1[O:4][NH2:5].Cl[C:12]([O:14][C:15]1[CH:20]=[CH:19][CH:18]=[CH:17][CH:16]=1)=[O:13]>N1C=CC=CC=1.ClCCl>[C:15]1([O:14][C:12](=[O:13])[NH:5][O:4][C:3]2[CH:6]=[CH:7][CH:8]=[C:9]([Cl:10])[C:2]=2[Cl:1])[CH:20]=[CH:19][CH:18]=[CH:17][CH:16]=1. Procedure: 9.10 g (51.1 mmole) of 2,3-dichlorophenoxyamine was dissolved in 7.5 ml of pyridine and 70 ml of dichloromethane, and the solution was cooled to -10° C. Then, 30 ml of a dichloromethane solution containing 7.28 g (46.5 mmole) of phenyl chloroformate was dropwise added thereto over a period of 1 hour, and the mixture was stirred at a temperature of from -10° to 25° C. for 6 hours. The solvent was distilled off under reduced pressure, and 300 ml of ethyl acetate was added. The mixture was washed w... Reactants: ClC1=C(C(=C(C=C1)C(C(C(F)(F)F)(COC)O)=NC1=C2C=CC(NC2=CC(=C1)F)=O)OC)F (5-{[1-(4-chloro-3-fluoro-2-methoxyphenyl)-3,3,3-trifluoro-2-hydroxy-2-methoxymethylpropylidene]amino}-7-fluoro-1H-quinolin-2-one), CO (methanol), B.[Na] (sodium boron hydride). The product is ClC1=C(C(=C(C=C1)C(=O)C1(OC1)C(F)(F)F)OC)F ((4-chloro-3-fluoro-2-methoxyphenyl)[2-(trifluoromethyl)oxiranyl]methanone). RXN SMILES: [Cl:1][C:2]1[CH:7]=[CH:6][C:5]([C:8](=NC2C=C(F)C=C3C=2C=CC(=O)N3)[C:9](O)([CH2:14][O:15]C)[C:10]([F:13])([F:12])[F:11])=[C:4]([O:31][CH3:32])[C:3]=1[F:33].B.[Na].C[OH:37]>>[Cl:1][C:2]1[CH:7]=[CH:6][C:5]([C:8]([C:9]2([C:10]([F:11])([F:12])[F:13])[CH2:14][O:15]2)=[O:37])=[C:4]([O:31][CH3:32])[C:3]=1[F:33] |f:1.2,^1:34|. Procedure details: 285 mg (0.95 mmol) (4-Chloro-3-fluoro-2-methoxyphenyl)[2-(trifluoromethyl)oxiranyl]methanone are stirred with 622 mg (1.9 mmol) caesium carbonate in 6.7 ml methanol. The reaction is quenched by addition of water after one day. The aqueous layer is extracted with ethyl acetate, the combined organic phases are washed with brine, dried over sodium sulphate and then evaporated to yield 262 mg 1-(4-chloro-3-fluoro-2-methoxyphenyl)-3,3,3-trifluoro-2-hydroxy-2-methoxymethypropan-1-one. To 27 mg (0.15 m... The reactants are ClC1=NC=2N3[C@@](C(N(C2C=N1)CC1CC1)=O)(COC(C3)C)C ((R)-2-chloro-5-(cyclopropylmethyl)-6a,9-dimethyl-6a,7,9,10-tetrahydro-[1,4]oxazino[3,4-h]pteridin-6(5H)-one), CNC(=O)NC1=CC=C(C=C1)B1OC(C(O1)(C)C)(C)C (1-methyl-3-(4-(4,4,5,5-tetramethyl-1,3,2-dioxaborolan-2-yl)phenyl)urea), O1CCOCC1 (1,4-dioxane), C(=O)(O)[O-].[Na+] (NaHCO3). Reagents/catalysts: C1=CC=C(C=C1)P([C-]2C=CC=C2)C3=CC=CC=C3.C1=CC=C(C=C1)P([C-]2C=CC=C2)C3=CC=CC=C3.Cl[Pd]Cl.[Fe+2].ClCCl (Pd(dppf)Cl2 dichloromethane). The solvent is CO (MeOH). Run at temperature 100 celsius, time 3 hour. Yields the product C1(CC1)CN1C=2C=NC(=NC2N2[C@@](C1=O)(CO[C@@H](C2)C)C)C2=CC=C(C=C2)NC(=O)NC (1-(4-((6aR,9R)-5-(cyclopropylmethyl)-6a,9-dimethyl-6-oxo-5,6,6a,7,9,10-hexahydro-[1,4]oxazino[3,4-h]pteridin-2-yl)phenyl)-3-methylurea). Reaction SMILES: Cl[C:2]1[N:11]=[CH:10][C:9]2[N:8]([CH2:12][CH:13]3[CH2:15][CH2:14]3)[C:7](=[O:16])[C@@:6]3([CH3:22])[CH2:17][O:18][CH:19]([CH3:21])[CH2:20][N:5]3[C:4]=2[N:3]=1.[CH3:23][NH:24][C:25]([NH:27][C:28]1[CH:33]=[CH:32][C:31](B2OC(C)(C)C(C)(C)O2)=[CH:30][CH:29]=1)=[O:26].O1CCOCC1.C([O-])(O)=O.[Na+]>CO.C1C=CC(P(C2C=CC=CC=2)[C-]2C=CC=C2)=CC=1.C1C=CC(P(C2C=CC=CC=2)[C-]2C=CC=C2)=CC=1.Cl[Pd]Cl.[Fe+2].ClCCl>[CH:13]1([CH2:12][N:8]2[C:7](=[O:16])[C@@:6]3([CH3:22])[CH2:17][O:18][C@H:19]([CH3:21])[CH2:20][N:5]3[C:4]3[N:3]=[C:2]([C:31]4[CH:30]=[CH:29][C:28]([NH:27][C:25]([NH:24][CH3:23])=[O:26])=[CH:33][CH:32]=4)[N:11]=[CH:10][C:9]2=3)[CH2:15][CH2:14]1 |f:3.4,6.7.8.9.10|. Procedure: To a microwave vial containing (R)-2-chloro-5-(cyclopropylmethyl)-6a,9-dimethyl-6a,7,9,10-tetrahydro-[1,4]oxazino[3,4-h]pteridin-6(5H)-one (about 0.4 mmol) was added 1-methyl-3-(4-(4,4,5,5-tetramethyl-1,3,2-dioxaborolan-2-yl)phenyl)urea (0.133 g, 0.48 mmol), Pd(dppf)Cl2-dichloromethane, 1,4-dioxane (1.2 mL) and NaHCO3 (sat., 0.6 mL). It was heated in a microwave at 100° C. for 1 hour 45 minutes and then conventionally at 100° C. (bath temperature) for 3 hours. The mixture was diluted with MeOH, ... Reactants: [O-]S(=O)(=S)[O-].[Na+].[Na+] (Na2S2O3), [OH-].[Na+] (NaOH), OO (H2O2), IC1=C(N2CCC3=C(C(C2=N1)OC1CCN(CC1)C)C=CC=C3)C#N (2-iodo-4-(1-methylpiperidin-4-yloxy)-9,10-dihydro-4H-3,10a-diaza-benzo[f]azulene-1-carbonitrile). Run in CO (MeOH). Reaction conditions: temperature 0 celsius, time 1 hour. Product: IC1=C(N2CCC3=C(C(C2=N1)OC1CCN(CC1)C)C=CC=C3)C(=O)N (2-iodo-4-(1-methylpiperidin-4-yloxy)-9,10-dihydro-4H-3,10a-diaza-benzo[f]azulene-1-carboxylic acid amide). Reaction SMILES: [I:1][C:2]1[N:11]=[C:10]2[N:4]([CH2:5][CH2:6][C:7]3[CH:23]=[CH:22][CH:21]=[CH:20][C:8]=3[CH:9]2[O:12][CH:13]2[CH2:18][CH2:17][N:16]([CH3:19])[CH2:15][CH2:14]2)[C:3]=1[C:24]#[N:25].[OH-].[Na+].OO.[O-:30]S([O-])(=S)=O.[Na+].[Na+]>CO>[I:1][C:2]1[N:11]=[C:10]2[N:4]([CH2:5][CH2:6][C:7]3[CH:23]=[CH:22][CH:21]=[CH:20][C:8]=3[CH:9]2[O:12][CH:13]2[CH2:14][CH2:15][N:16]([CH3:19])[CH2:17][CH2:18]2)[C:3]=1[C:24]([NH2:25])=[O:30] |f:1.2,4.5.6|. Procedure: To a solution of 2-iodo-4-(1-methylpiperidin-4-yloxy)-9,10-dihydro-4H-3,10a-diaza-benzo[f]azulene-1-carbonitrile (example 221A) (220 mg, 0.5 mmole) in MeOH (3 mL) cooled at 0° C. is added dropwise a solution of 1N NaOH (1 mL) and 30% H2O2 (0.1 mL). The reaction mixture is stirred at 0° C. for 1 hour, then aqueous 1N Na2S2O3 is added. The aqueous phase is extracted with AcOEt. The organic phase is dried over MgSO4, filtered and the solvent removed under reduced pressure. The residue is purified b... Reactants: CCCN(CCC)CC1CCCCN1CCNC(=O)N1c2ccccc2C(=O)Nc2cccnc21, CS(=O)(=O)O, CC#N, CCOC(C)=O. The product is CCCN(CCC)CC1CCCCN1CCNC(=O)N1c2ccccc2C(=O)Nc2cccnc21, CS(=O)(=O)O. As a reaction SMILES: [CH2:1]([CH2:2][CH3:3])[N:4]([CH2:5][CH2:6][CH3:7])[CH2:8][CH:9]1[N:10]([CH2:15][CH2:16][NH:17][C:18](=[O:19])[N:20]2[c:21]3[c:22]([cH:32][cH:33][cH:34][n:35]3)[NH:23][C:24](=[O:31])[c:25]3[c:26]2[cH:27][cH:28][cH:29][cH:30]3)[CH2:11][CH2:12][CH2:13][CH2:14]1.[CH3:36][S:37]([OH:38])(=[O:39])=[O:40].[CH3:41][C:42]#[N:43].[CH3:44][CH2:45][O:46][C:47](=[O:48])[CH3:49]>>[CH2:1]([CH2:2][CH3:3])[N:4]([CH2:5][CH2:6][CH3:7])[CH2:8][CH:9]1[N:10]([CH2:15][CH2:16][NH:17][C:18](=[O:19])[N:20]2[c:21]3[c:22]([cH:32][cH:33][cH:34][n:35]3)[NH:23][C:24](=[O:31])[c:25]3[c:26]2[cH:27][cH:28][cH:29][cH:30]3)[CH2:11][CH2:12][CH2:13][CH2:14]1.[CH3:36][S:37](=[O:38])(=[O:39])[OH:40].